describe an organic reaction: reactants, conditions, products, and yield From a dataset of the Open Reaction Database (ORD), a public repository of structured organic reaction records. The reactants are S1C2=C(C=C1CC=1C(=CC(=C(C1)C1OC(CC(C1O)O)CO)O)C)C=CC=C2 (2-(5-(benzo[b]thiophen-2-ylmethyl)-2-hydroxy-4-methylphenyl)-6-(hydroxymethyl)tetrahydro-2H-pyran-3,4-diol), C(C1=CC=CC=C1)(=O)Cl (benzoyl chloride). Run in N1=CC=CC=C1 (pyridine). The product is S1C2=C(C=C1CC=1C(=CC(=C(C1)C1OC(CC(C1O)O)CO)O)OC)C=CC=C2 (2-(5-(benzo[b]thiophen-2-ylmethyl)-2-hydroxy-4-methoxyphenyl)-6-(hydroxymethyl)tetrahydro-2H-pyran-3,4-diol). Isolated yield 70.7%. As a reaction SMILES: [S:1]1[C:5]([CH2:6][C:7]2[C:8](C)=[CH:9][C:10]([OH:23])=[C:11]([CH:13]3[CH:18]([OH:19])[CH:17]([OH:20])[CH2:16][CH:15]([CH2:21][OH:22])[O:14]3)[CH:12]=2)=[CH:4][C:3]2[CH:25]=[CH:26][CH:27]=[CH:28][C:2]1=2.[C:29](Cl)(=[O:36])C1C=CC=CC=1>N1C=CC=CC=1>[S:1]1[C:5]([CH2:6][C:7]2[C:8]([O:36][CH3:29])=[CH:9][C:10]([OH:23])=[C:11]([CH:13]3[CH:18]([OH:19])[CH:17]([OH:20])[CH2:16][CH:15]([CH2:21][OH:22])[O:14]3)[CH:12]=2)=[CH:4][C:3]2[CH:25]=[CH:26][CH:27]=[CH:28][C:2]1=2. Procedure: To a solution of allyl α-D-glactonpyranoside (1, 5.0 g, 22.7 mmol) in 100 mL of dry pyridine at −35˜−30° C. was added benzoyl chloride dropwise with stirring. The reaction mixture was stirred at that temperature for 20 mins, then warmed to room temperature and stirred at room temperature for 48 h. The reaction was quenched by the dropwise addition of the reaction mixture to 200 ml of ice-cold saturated aqueous sodium bicarbonate with stirring. The aqueous mixture was extracted with EtOAc three t... Starting materials: O (water), C(C)(C)OC1=CC=C(C=C1)O (4-isopropoxyphenol), BrC=1SC=CN1 (2-bromothiazole), C([O-])([O-])=O.[K+].[K+] (potassium carbonate). Run in CS(=O)C (dimethylsulfoxide). The product is C(C)(C)OC1=CC=C(OC=2SC=CN2)C=C1 (2-(4-isopropoxyphenoxy)-1,3-thiazole). Isolated yield 91.4%. RXN SMILES: [CH:1]([O:4][C:5]1[CH:10]=[CH:9][C:8]([OH:11])=[CH:7][CH:6]=1)([CH3:3])[CH3:2].Br[C:13]1[S:14][CH:15]=[CH:16][N:17]=1.C(=O)([O-])[O-].[K+].[K+].O>CS(C)=O>[CH:1]([O:4][C:5]1[CH:10]=[CH:9][C:8]([O:11][C:13]2[S:14][CH:15]=[CH:16][N:17]=2)=[CH:7][CH:6]=1)([CH3:3])[CH3:2] |f:2.3.4|. Procedure: A mixture of Example 1A (15.5 g, 0.1 mol), 2-bromothiazole (18.2 g, 0.11 mol) and potassium carbonate (15.2 g, 0.11 mol) in dimethylsulfoxide was heated at 160° C. under nitrogen for six hours. After cooling and treating with water, the aqueous phase was extracted with dichloromethane. The organic layer was washed with brine, dried, and concentrated to give 27.5 g of the crude as a dark brown oil, which was purified on a silica gel (ethyl acetate/hexane 5-35%) to afford 21.5 g of the product as ...